Dataset: the Open Reaction Database (ORD), a public repository of structured organic reaction records. Task: describe an organic reaction: reactants, conditions, products, and yield Starting materials: N1C(=O)NC(=O)C=C1 (uracil), C([O-])([O-])=O.[Cs+].[Cs+] (cesium carbonate), BrCCC1COC(OC1)(C)C (5-(2-Bromoethyl)-2,2-dimethyl-[1,3]dioxane). The solvent is CN(C)C=O (DMF), CN(C)C=O (DMF). Run at temperature 50 celsius, time 30 minute. Yields the product CC1(OCC(CO1)CCN1C(NC(C=C1)=O)=O)C (1-[2-(2,2-Dimethyl-[1,3]dioxan-5-yl)-ethyl]-1H-pyrimidine-2,4-dione). Isolated yield 44.8%. As a reaction SMILES: [NH:1]1[CH:8]=[CH:7][C:5](=[O:6])[NH:4][C:2]1=[O:3].C(=O)([O-])[O-].[Cs+].[Cs+].Br[CH2:16][CH2:17][CH:18]1[CH2:23][O:22][C:21]([CH3:25])([CH3:24])[O:20][CH2:19]1>CN(C=O)C>[CH3:24][C:21]1([CH3:25])[O:22][CH2:23][CH:18]([CH2:17][CH2:16][N:1]2[CH:8]=[CH:7][C:5](=[O:6])[NH:4][C:2]2=[O:3])[CH2:19][O:20]1 |f:1.2.3|. Reported procedure: To a solution of uracil (88.5 g, 0.79 mol) in dry DMF (250 mL) was added cesium carbonate (171 g, 0.527 mol) at RT and stirred at the same temperature for 30 min. To the above reaction mixture was added a solution of compound 33 (117 g, 0.527 mol) in dry DMF (250 mL) over a period of 30 min and heated at 50° C. for 24 h. The reaction mixture was filtered, filtrate concentrated under vacuum and crude purified by column chromatography over silica gel (3% methanol in chloroform) to give the title c... Starting materials: CN1CCN(CC1)C=1C(=C(NC2CC2)C(=C(C1F)C)[N+](=O)[O-])C (3-(4-methyl-1-piperazinyl)-4-fluoro-2,5-dimethyl-6-nitro-N-cyclopropylaniline), C(C)OC=C(C(=O)OCC)C(=O)OCC (diethyl ethoxymethylenemalonate). Run at temperature 150 celsius. The product is C(C)OC(C(C(=O)OCC)=CN(C1=C(C(=C(C(=C1[N+](=O)[O-])C)F)N1CCN(CC1)C)C)C1CC1)=O (diethyl[N-cyclopropyl-N-[3-(4-methyl-l-piperazinyl)-4 -fluoro-2,5-dimethyl-6-nitrophenyl]aminomethylene]malonate). RXN SMILES: [CH3:1][N:2]1[CH2:7][CH2:6][N:5]([C:8]2[C:9]([CH3:23])=[C:10]([C:15]([N+:20]([O-:22])=[O:21])=[C:16]([CH3:19])[C:17]=2[F:18])[NH:11][CH:12]2[CH2:14][CH2:13]2)[CH2:4][CH2:3]1.C(O[CH:27]=[C:28]([C:34]([O:36][CH2:37][CH3:38])=[O:35])[C:29]([O:31][CH2:32][CH3:33])=[O:30])C>>[CH2:32]([O:31][C:29](=[O:30])[C:28](=[CH:27][N:11]([CH:12]1[CH2:13][CH2:14]1)[C:10]1[C:15]([N+:20]([O-:22])=[O:21])=[C:16]([CH3:19])[C:17]([F:18])=[C:8]([N:5]2[CH2:4][CH2:3][N:2]([CH3:1])[CH2:7][CH2:6]2)[C:9]=1[CH3:23])[C:34]([O:36][CH2:37][CH3:38])=[O:35])[CH3:33]. Reported procedure: To 3-(4-methyl-1-piperazinyl)-4-fluoro-2,5-dimethyl-6-nitro-N-cyclopropylaniline (1.65 g) is added diethyl ethoxymethylenemalonate (1.45 ml) and the mixture is heated at 150° C. for 25 hours. After cooling, the reaction product is purified by silica-gel column-chromatography (dichloromethane : methanol=100 : 1) to give diethyl[N-cyclopropyl-N-[3-(4-methyl-l-piperazinyl)-4 -fluoro-2,5-dimethyl-6-nitrophenyl]aminomethylene]malonate (1.58 g). The product is dissolved in acetic anhydride (7.9 ml) an... Reported procedure: The mixture of cis and trans 4-(3-cyanophenyl)-1-hydroxycyclohexane (1.8 g, 9 mmole) was dissolved in 100 ml methylene chloride and Dess-Martin reagent(4.2 g, 10 mmole) was added. The mixture was stirred at room temperature for five hours. The reaction solution was washed with water (3×100 mL) and dried over sodium sulfate. The product was purified by column chromatography using hexane/ethyl acetate (85/15) as the eluent to afford 4-(3-cyanophenyl)-cyclohexane-1-one (1,1 g, 63%). Run at time 5 hour. Yields the product C(#N)C=1C=C(C=CC1)C1CCC(CC1)=O (4-(3-cyanophenyl)-cyclohexane-1-one). Reaction SMILES: [C:1]([C:3]1[CH:4]=[C:5]([C@H:9]2[CH2:14][CH2:13][C@H:12]([OH:15])[CH2:11][CH2:10]2)[CH:6]=[CH:7][CH:8]=1)#[N:2].CC(OI1(OC(C)=O)(OC(C)=O)OC(=O)C2C=CC=CC1=2)=O>C(Cl)Cl>[C:1]([C:3]1[CH:4]=[C:5]([CH:9]2[CH2:14][CH2:13][C:12](=[O:15])[CH2:11][CH2:10]2)[CH:6]=[CH:7][CH:8]=1)#[N:2]. Solvent: C(Cl)Cl (methylene chloride). Isolated yield 61.3%. Starting materials: C(#N)C=1C=C(C=CC1)[C@@H]1CC[C@H](CC1)O (trans 4-(3-cyanophenyl)-1-hydroxycyclohexane), CC(=O)OI1(C=2C=CC=CC2C(=O)O1)(OC(=O)C)OC(=O)C (Dess-Martin reagent). Reactants: C(C(=O)Cl)(=O)Cl (oxalyl chloride), ClC=1C=C(/C(/N)=N/O)C=CC1OC(C)C ((Z)-3-chloro-N′-hydroxy-4-isopropoxybenzimidamide), ClC1=C(C(=O)O)C=CC(=C1)C#N (2-chloro-4-cyanobenzoic acid), CN(C)C=O (DMF), C(C(=O)Cl)(=O)Cl (Oxalyl chloride). Run in C(Cl)Cl (DCM). Reaction conditions: time 2.5 hour. Yields the product ClC=1C=C(C#N)C=CC1C1=NC(=NO1)C1=CC(=C(C=C1)OC(C)C)Cl (3-chloro-4-(3-(3-chloro-4-isopropoxyphenyl)-1,2,4-oxadiazol-5-yl)benzonitrile). Yield: 74.4%. Reaction SMILES: [Cl:1][C:2]1[CH:10]=[C:9]([C:11]#[N:12])[CH:8]=[CH:7][C:3]=1[C:4]([OH:6])=O.CN(C=O)C.C(Cl)(=O)C(Cl)=O.[Cl:24][C:25]1[CH:26]=[C:27]([CH:32]=[CH:33][C:34]=1[O:35][CH:36]([CH3:38])[CH3:37])/[C:28](=[N:30]/O)/[NH2:29]>C(Cl)Cl>[Cl:1][C:2]1[CH:10]=[C:9]([CH:8]=[CH:7][C:3]=1[C:4]1[O:6][N:29]=[C:28]([C:27]2[CH:32]=[CH:33][C:34]([O:35][CH:36]([CH3:37])[CH3:38])=[C:25]([Cl:24])[CH:26]=2)[N:30]=1)[C:11]#[N:12]. Procedure: To a 250 mL RBF equipped with a stir bar was charged with 2-chloro-4-cyanobenzoic acid (3.0 g, 16.52 mmol), anhydrous DCM (80 mL), and DMF (0.064 mL, 0.826 mmol). Oxalyl chloride (8.26 mL, 16.52 mmol) (2M solution in DCM) was then added slowly and the mixture was stirred under nitrogen at ambient temperature. Upon addition of the oxalyl chloride, gas evolution began and the suspended solid began to dissolve. After about 2-3 hours, the reaction became translucent. The mixture was concentrated in ... Reactants: O (water), [I-].ClC1=CC2=C(SC(S2)=[N+](C2=CC=CC=C2)C)C=C1 (5-chloro-N-methyl-N-phenyl-1,3-benzodithiol-2-iminium iodide), Cl.NCCCC(=O)OCC (4-aminobutanoic acid, ethyl ester, hydrochloride), C([O-])([O-])=O.[Na+].[Na+] (sodium carbonate). Solvent: CN(C=O)C (dimethylformamide). The product is ClC1=CC2=C(SC(S2)=NC(CC(=O)OCC)C)C=C1 (3-[(5-Chloro-1,3-benzodithiol-2-ylidene)amino]butanoic acid, ethyl ester). The yield is 31.9%. RXN SMILES: [I-].[Cl:2][C:3]1[CH:19]=[CH:18][C:6]2[S:7][C:8](=[N+:10](C)C3C=CC=CC=3)[S:9][C:5]=2[CH:4]=1.Cl.N[CH2:22][CH2:23][CH2:24][C:25]([O:27][CH2:28][CH3:29])=[O:26].C(=O)([O-])[O-].[Na+].[Na+].O>CN(C)C=O>[Cl:2][C:3]1[CH:19]=[CH:18][C:6]2[S:7][C:8](=[N:10][CH:23]([CH3:22])[CH2:24][C:25]([O:27][CH2:28][CH3:29])=[O:26])[S:9][C:5]=2[CH:4]=1 |f:0.1,2.3,4.5.6|. Reported procedure: A solution of 5-chloro-N-methyl-N-phenyl-1,3-benzodithiol-2-iminium iodide (12.59g), 4-aminobutanoic acid, ethyl ester, hydrochloride (5.02g), and anhydrous sodium carbonate (3.18g) in 300 ml of anhydrous dimethylformamide is heated at 120° C under nitrogen for three hours. The reaction mixture is poured into water (1000 ml) and extracted with three 200 ml portions of benzene. The combined benzene extracts are washed with water and brine, dried over sodium sulfate, and concentrated in vacuo. The... The reactants are FC=1C=C2C=C(NC2=CC1OC)C(=O)O (5-fluoro-6-methoxyindole-2-carboxylic acid), CC(C)NC=1C(=NC=CC1)N1CCNCC1 (1-[3-(1-methylethylamino)-2-pyridinyl]piperazine), N=C=N (carbodiimide). The product is CC(C)NC1=C(N=CC=C1)N2CCN(CC2)C(=O)C3=CC4=CC(=C(C=C4N3)OC)F (1-[5-Fluoro-6-methoxyindolyl-2-carbonyl]-4-[3-(1-methylethylamino)-2-pyridinyl]piperazine). As a reaction SMILES: [F:1][C:2]1[CH:3]=[C:4]2[C:8](=[CH:9][C:10]=1[O:11][CH3:12])[NH:7][C:6]([C:13]([OH:15])=O)=[CH:5]2.[CH3:16][CH:17]([NH:19][C:20]1[C:21]([N:26]2[CH2:31][CH2:30][NH:29][CH2:28][CH2:27]2)=[N:22][CH:23]=[CH:24][CH:25]=1)[CH3:18].N=C=N>>[CH3:18][CH:17]([NH:19][C:20]1[CH:25]=[CH:24][CH:23]=[N:22][C:21]=1[N:26]1[CH2:27][CH2:28][N:29]([C:13]([C:6]2[NH:7][C:8]3[C:4](=[CH:3][C:2]([F:1])=[C:10]([O:11][CH3:12])[CH:9]=3)[CH:5]=2)=[O:15])[CH2:30][CH2:31]1)[CH3:16]. Procedure: Following the general procedure of EXAMPLE 16A and making non-critical variations but starting with 5-fluoro-6-methoxyindole-2-carboxylic acid (PREPARATION 92, 0.30 g), 1-[3-(1-methylethylamino)-2-pyridinyl]piperazine (0.32 g) and 1-(ethyl)-3-dimethylaminopropyl) carbodiimide (0.33 g), the title compound is obtained, mp 193°-194°. The reactants are N#Cc1ccc(NCCCN2C3CCC2CN(Cc2ccccc2)C3)cc1, CC#N, Cl. Product: N#Cc1ccc(NCCCN2C3CCC2CNC3)cc1. Reaction SMILES: [CH2:1]([c:2]1[cH:3][cH:4][cH:5][cH:6][cH:7]1)[N:8]1[CH2:9][CH:10]2[CH2:11][CH2:12][CH:13]([CH2:14]1)[N:15]2[CH2:16][CH2:17][CH2:18][NH:19][c:20]1[cH:21][cH:22][c:23]([C:24]#[N:25])[cH:26][cH:27]1.[CH3:29][C:30]#[N:31].[ClH:28]>>[NH:8]1[CH2:9][CH:10]2[CH2:11][CH2:12][CH:13]([CH2:14]1)[N:15]2[CH2:16][CH2:17][CH2:18][NH:19][c:20]1[cH:21][cH:22][c:23]([C:24]#[N:25])[cH:26][cH:27]1. The reactants are CCOC(C)=O, [Cl-], COC(=O)Cl, Nc1ccc(CN2CCC(C(O)(c3ccc(OC(F)(F)F)cc3)c3ccc(OC(F)(F)F)cc3)CC2)cc1, [Na+], C1CCOC1, c1ccncc1. Yields the product COC(=O)Nc1ccc(CN2CCC(C(O)(c3ccc(OC(F)(F)F)cc3)c3ccc(OC(F)(F)F)cc3)CC2)cc1. As a reaction SMILES: [CH3:57][CH2:58][O:59][C:60](=[O:61])[CH3:62].[Cl-:51].[Cl:39][C:40](=[O:41])[O:42][CH3:43].[NH2:1][c:2]1[cH:3][cH:4][c:5]([CH2:8][N:9]2[CH2:10][CH2:11][CH:12]([C:15]([OH:16])([c:17]3[cH:18][cH:19][c:20]([O:23][C:24]([F:25])([F:26])[F:27])[cH:21][cH:22]3)[c:28]3[cH:29][cH:30][c:31]([O:34][C:35]([F:36])([F:37])[F:38])[cH:32][cH:33]3)[CH2:13][CH2:14]2)[cH:6][cH:7]1.[Na+:50].[O:52]1[CH2:53][CH2:54][CH2:55][CH2:56]1.[cH:44]1[cH:45][cH:46][n:47][cH:48][cH:49]1>>[NH:1]([c:2]1[cH:3][cH:4][c:5]([CH2:8][N:9]2[CH2:10][CH2:11][CH:12]([C:15]([OH:16])([c:17]3[cH:18][cH:19][c:20]([O:23][C:24]([F:25])([F:26])[F:27])[cH:21][cH:22]3)[c:28]3[cH:29][cH:30][c:31]([O:34][C:35]([F:36])([F:37])[F:38])[cH:32][cH:33]3)[CH2:13][CH2:14]2)[cH:6][cH:7]1)[C:40](=[O:41])[O:42][CH3:43]. The reactants are O.O.C1(=CC=CC=C1)S(=O)[O-].[Na+] (sodium benzenesulfinate dihydrate), Cl (hydrochloric acid), mixed solvent, C1(=CC=CC=C1)C.C(C)O (toluene ethanol), C(=C)C1CCC(CC1)C=C[C@@H]1CC[C@H](CC1)C1=CC=C(C=C1)C1=CC=C(C=C1)CCCC (4-(trans-4-(2-(4-vinylcyclohexyl)vinyl)cyclohexyl)-4′-butylbiphenyl). The solvent is O (Water). Yields the product C(=C)[C@@H]1CC[C@H](CC1)/C=C/[C@@H]1CC[C@H](CC1)C1=CC=C(C=C1)C1=CC=C(C=C1)CCCC ((E)-4-(trans-4-(2-(trans-4-vinylcyclohexyl)vinyl)cyclohexyl)-4′-butylbiphenyl). Yield: 79.1%. Reaction SMILES: O.O.C1(S([O-])=O)C=CC=CC=1.[Na+].Cl.C1(C)C=CC=CC=1.C(O)C.[CH:24]([CH:26]1[CH2:31][CH2:30][CH:29]([CH:32]=[CH:33][C@H:34]2[CH2:39][CH2:38][C@H:37]([C:40]3[CH:45]=[CH:44][C:43]([C:46]4[CH:51]=[CH:50][C:49]([CH2:52][CH2:53][CH2:54][CH3:55])=[CH:48][CH:47]=4)=[CH:42][CH:41]=3)[CH2:36][CH2:35]2)[CH2:28][CH2:27]1)=[CH2:25]>O>[CH:24]([C@H:26]1[CH2:27][CH2:28][C@H:29](/[CH:32]=[CH:33]/[C@H:34]2[CH2:35][CH2:36][C@H:37]([C:40]3[CH:41]=[CH:42][C:43]([C:46]4[CH:51]=[CH:50][C:49]([CH2:52][CH2:53][CH2:54][CH3:55])=[CH:48][CH:47]=4)=[CH:44][CH:45]=3)[CH2:38][CH2:39]2)[CH2:30][CH2:31]1)=[CH2:25] |f:0.1.2.3,5.6|. Procedure: A mixture prepared by adding 3.3 g (16.5 mmol) of sodium benzenesulfinate dihydrate, 2.7 ml of 6N hydrochloric acid, and 25 ml of mixed solvent of toluene/ethanol (1/1) to 3.5 g (8.3 mmol) of the crude 4-(trans-4-(2-(4-vinylcyclohexyl)vinyl)cyclohexyl)-4′-butylbiphenyl was refluxed for 95 hours. Water in an amount of 50 ml was added to the reaction mixture, and the mixture was extracted with 100 ml of toluene, washed with water thrice, and dried over anhydrous magnesium sulfate. The solvent was ...